From a dataset of the Open Reaction Database (ORD), a public repository of structured organic reaction records. describe an organic reaction: reactants, conditions, products, and yield Reactants: ( C ), OCCC=1C=C(C=CC1)O (3-(2-hydroxyethyl)phenol), OCCC1=C(C=CC=C1)O (2-(2-hydroxyethyl)phenol), OCCCCC1=CC=C(C=C1)O (4-(4-hydroxybutyl)phenol), OCC1=CC=C(C=C1)O (4-(hydroxymethyl)phenol), OCCC1=CC=C(C=C1)O (4-(2-hydroxyethyl)phenol). Product: O1C(CCCC1)OCCCCCCCCC1=CC=C(C=C1)O (4-(8-tetrahydropyran-2-yloxyoctyl)phenol). RXN SMILES: O[CH2:2][CH2:3][CH2:4][CH2:5][C:6]1[CH:11]=[CH:10][C:9]([OH:12])=[CH:8][CH:7]=1.[OH:13][CH2:14][C:15]1[CH:20]=[CH:19][C:18]([OH:21])=CC=1.O[CH2:23][CH2:24][C:25]1C=C(O)C=C[CH:30]=1.OCCC1C=CC=CC=1O.OCCC1C=CC(O)=CC=1>>[O:21]1[CH2:18][CH2:19][CH2:20][CH2:15][CH:14]1[O:13][CH2:23][CH2:24][CH2:25][CH2:30][CH2:2][CH2:3][CH2:4][CH2:5][C:6]1[CH:11]=[CH:10][C:9]([OH:12])=[CH:8][CH:7]=1. Reported procedure: Similarly, proceding as in part (C) above but substituting 4-(3-hydroxypropyl)phenol, 4-(4-hydroxybutyl)phenol, 4-(hydroxymethyl)phenol, 3-(2-hydroxyethyl)phenol, and 2-(2-hydroxyethyl)phenol for 4-(2-hydroxyethyl)phenol, the following compounds are prepared: Starting materials: OC[C@]12CCC(C=C1CC[C@H]1[C@@H]3CCC([C@@]3(C)CC[C@H]21)=O)=O (19-hydroxy-4-androstene-3,17-dione), C1(=CC=CC=C1)[Si](Cl)(C1=CC=CC=C1)C1=CC=CC=C1 (triphenylchlorosilane), N1=CC=CC=C1 (pyridine). Solvent: C1=CC=CC=C1 (benzene). The product is C1(=CC=CC=C1)[Si](OC[C@]12CCC(C=C1CC[C@H]1[C@@H]3CCC([C@@]3(C)CC[C@H]21)=O)=O)(C2=CC=CC=C2)C2=CC=CC=C2 (19-triphenylsiloxy-4-androstene-3,17-dione). RXN SMILES: [OH:1][CH2:2][C@@:3]12[C@@H:20]3[C@H:11]([C@H:12]4[C@@:16]([CH2:18][CH2:19]3)([CH3:17])[C:15](=[O:21])[CH2:14][CH2:13]4)[CH2:10][CH2:9][C:8]1=[CH:7][C:6](=[O:22])[CH2:5][CH2:4]2.[C:23]1([Si:29]([C:37]2[CH:42]=[CH:41][CH:40]=[CH:39][CH:38]=2)([C:31]2[CH:36]=[CH:35][CH:34]=[CH:33][CH:32]=2)Cl)[CH:28]=[CH:27][CH:26]=[CH:25][CH:24]=1.N1C=CC=CC=1>C1C=CC=CC=1>[C:37]1([Si:29]([C:23]2[CH:24]=[CH:25][CH:26]=[CH:27][CH:28]=2)([C:31]2[CH:36]=[CH:35][CH:34]=[CH:33][CH:32]=2)[O:1][CH2:2][C@@:3]23[C@@H:20]4[C@H:11]([C@H:12]5[C@@:16]([CH2:18][CH2:19]4)([CH3:17])[C:15](=[O:21])[CH2:14][CH2:13]5)[CH2:10][CH2:9][C:8]2=[CH:7][C:6](=[O:22])[CH2:5][CH2:4]3)[CH:38]=[CH:39][CH:40]=[CH:41][CH:42]=1. Procedure: A solution of 19-hydroxy-4-androstene-3,17-dione, triphenylchlorosilane and pyridine contained in 100 ml of benzene is refluxed for a period of 18 hours. The resulting suspension is filtered and concentrated in vacuo to a yellow oil. The oil is placed on a silica gel chromatographic column packed in chloroform which is further eluted with chloroform. The chloroform eluant is evaporated to dryness in vacuo and the residue is recrystallized from methanol to yield 19-triphenylsiloxy-4-androstene-3,... Starting materials: NC1=C(C=NC=C1Cl)Cl (4-amino-3,5-dichloropyridine), [H-].[Na+] (sodium hydride), 600C, C1(CCCC1)OC=1C=C(C(=O)Cl)C=CC1SC (3-cyclopentyloxy-4-(methylthio)benzoyl chloride). The solvent is CN(C=O)C (dimethylformamide), CN(C=O)C (dimethylformamide). Conditions: time 20 minute. Product: ClC=1C=NC=C(C1NC(C1=CC(=C(C=C1)SC)OC1CCCC1)=O)Cl (N-(3,5-dichloropyrid-4-yl)-3-cyclopentyloxy-4-(methylthio)benzamide). Reaction SMILES: [NH2:1][C:2]1[C:7]([Cl:8])=[CH:6][N:5]=[CH:4][C:3]=1[Cl:9].[H-].[Na+].[CH:12]1([O:17][C:18]2[CH:19]=[C:20]([CH:24]=[CH:25][C:26]=2[S:27][CH3:28])[C:21](Cl)=[O:22])[CH2:16][CH2:15][CH2:14][CH2:13]1>CN(C)C=O>[Cl:9][C:3]1[CH:4]=[N:5][CH:6]=[C:7]([Cl:8])[C:2]=1[NH:1][C:21](=[O:22])[C:20]1[CH:24]=[CH:25][C:26]([S:27][CH3:28])=[C:18]([O:17][CH:12]2[CH2:13][CH2:14][CH2:15][CH2:16]2)[CH:19]=1 |f:1.2|. Procedure: A solution of 4-amino-3,5-dichloropyridine (0.46 g) in dry dimethylformamide (20 mL) is treated with sodium hydride (0.23 g of a 60% dispersion in mineral oil; 2.8 mmol) and the mixture is stirred for 20 minutes. It is then treated with a solution of 3-cyclopentyloxy-4-(methylthio)benzoyl chloride (0.76 g; that is prepared as described in Reference Example 20 in dimethylformamide (10 mL) and stirred at 600C for 2 hours. The solution is then concentrated and the resulting residue is partitioned b... The reactants are S=C1CCCO1, [H-], [Na+], C1CCOC1, O, OCc1ccccc1. Product: O=C(CCCS)OCc1ccccc1. RXN SMILES: [C:11]1(=[S:16])[CH2:12][CH2:13][CH2:14][O:15]1.[H-:1].[Na+:2].[O:18]1[CH2:19][CH2:20][CH2:21][CH2:22]1.[OH2:17].[OH:3][CH2:4][c:5]1[cH:6][cH:7][cH:8][cH:9][cH:10]1>>[O:3]([CH2:4][c:5]1[cH:6][cH:7][cH:8][cH:9][cH:10]1)[C:14]([CH2:13][CH2:12][CH2:11][SH:16])=[O:15]. Run at temperature 0 celsius, time 30 minute. The reactants are C(C)(=O)[O-].[Na+] (sodium acetate), FC1=CC=C(N)C=C1 (4-fluoroaniline), N(=O)[O-].[Na+] (sodium nitrite), ClCC(CC(=O)OCC)=O (ethyl 4-chloroacetoacetate). As a reaction SMILES: [F:1][C:2]1[CH:8]=[CH:7][C:5]([NH2:6])=[CH:4][CH:3]=1.[N:9]([O-])=O.[Na+].[Cl:13][CH2:14][C:15](=[O:22])[CH2:16][C:17]([O:19][CH2:20][CH3:21])=[O:18].C([O-])(=O)C.[Na+]>C(Cl)Cl.CC(O)=O.S(=O)(=O)(O)O.CC(O)=O.O.C(Cl)Cl>[Cl:13][CH2:14][C:15](=[O:22])[CH:16]([N:9]=[N:6][C:5]1[CH:7]=[CH:8][C:2]([F:1])=[CH:3][CH:4]=1)[C:17]([O:19][CH2:20][CH3:21])=[O:18] |f:1.2,4.5,6.7|. Reported procedure: To a solution of 4-fluoroaniline (10 g, 90.0 mmol, 1.0 eq.) in DCM/HOAc (1/1, 180 mL, 0.5M) at 0° C. was added dropwise a precooled solution of sodium nitrite (9.02 g, 108 mmol, 1.2 eq.) in conc. sulfuric acid (40 mL). After stirring for 30 min at 0° C. a mixture of ethyl 4-chloroacetoacetate (14.6 mL, 17.8 g, 108 mmol, 1.2 eq.) in HOAc (60 mL) and H2O (120 mL) was added within 5 min. After further 15 min at 0° C. a solution of sodium acetate (100 g, 1.219 mol, 13.5 eq.) in H2O (210 mL) was adde... Solvent: O (H2O), C(Cl)Cl.CC(=O)O (DCM HOAc), S(O)(O)(=O)=O (sulfuric acid), C(Cl)Cl (DCM), CC(=O)O (HOAc), O (H2O). The product is ClCC(C(C(=O)OCC)N=NC1=CC=C(C=C1)F)=O (ethyl 4-chloro-2-(4-fluorophenyl)azo-3-oxo-butanoate).